This data is from the Open Reaction Database (ORD), a public repository of structured organic reaction records. The task is: describe an organic reaction: reactants, conditions, products, and yield Starting materials: C(C1=CC=CC=C1)OC(=O)N[C@H](C(C(C(=O)OCC)(C)C)O[Si](C)(C)C(C)(C)C)C (ethyl(4S)-4-{[(benzyloxy)carbonyl]amino}-3-(tert-butyldimethylsilyloxy)-2,2-dimethylpentanoate). Reagents/catalysts: [C].[Pd] (palladium carbon). Solvent: CO (methanol). Reaction conditions: time 16 hour. Product: [Si](C)(C)(C(C)(C)C)O[C@H]1C(C(N[C@H]1C)=O)(C)C ((4S,5S)-4-(tert-butyldimethylsilyloxy)-3,3,5-trimethylpyrrolidin-2-one), [Si](C)(C)(C(C)(C)C)O[C@@H]1C(C(N[C@H]1C)=O)(C)C ((4R,5S)-4-(tert-butyldimethylsilyloxy)-3,3,5-trimethylpyrrolidin-2-one). Isolated yield 53.7%. As a reaction SMILES: C(OC([NH:11][C@@H:12]([CH3:30])[CH:13]([O:22][Si:23]([C:26]([CH3:29])([CH3:28])[CH3:27])([CH3:25])[CH3:24])[C:14]([CH3:21])([CH3:20])[C:15](OCC)=[O:16])=O)C1C=CC=CC=1>CO.[C].[Pd]>[Si:23]([O:22][C@@H:13]1[C@H:12]([CH3:30])[NH:11][C:15](=[O:16])[C:14]1([CH3:21])[CH3:20])([C:26]([CH3:29])([CH3:28])[CH3:27])([CH3:25])[CH3:24].[Si:23]([O:22][C@H:13]1[C@H:12]([CH3:30])[NH:11][C:15](=[O:16])[C:14]1([CH3:21])[CH3:20])([C:26]([CH3:29])([CH3:28])[CH3:27])([CH3:25])[CH3:24] |f:2.3|. Procedure: To a solution of ethyl(4S)-4-{[(benzyloxy)carbonyl]amino}-3-(tert-butyldimethylsilyloxy)-2,2-dimethylpentanoate (0.916 g) in methanol (20 mL) was added 10% palladium carbon (containing 50% water, 89 mg), and the mixture was stirred at room temperature for 16 hr under a hydrogen atmosphere and filtered. The filtrate was concentrated under reduced pressure, and the residue was dissolved in THF (15 mL). Diisopropylethylamine (1.5 mL) was added, and the mixture was fluxed for 3 hr. Water was added t... Reactants: N1(CCOCC1)C1=CC=C(C=C1)C(C)N (1-(4-Morpholin-4-yl-phenyl)-ethylamine), COC(=O)C=1SC(=CC1)C(=O)O (thiophene-2,5-dicarboxylic acid monomethyl ester). Reported procedure: The title compound was prepared in an analogous manner to that described in example 1, step 1 from 1-(4-Morpholin-4-yl-phenyl)-ethylamine and thiophene-2,5-dicarboxylic acid monomethyl ester. Yields the product COC(=O)C=1SC(=CC1)C(NC(C)C1=CC=C(C=C1)N1CCOCC1)=O (5-[1-(4-Morpholin-4-yl-phenyl)-ethylcarbamoyl]-thiophene-2-carboxylic acid methyl ester). RXN SMILES: [N:1]1([C:7]2[CH:12]=[CH:11][C:10]([CH:13]([NH2:15])[CH3:14])=[CH:9][CH:8]=2)[CH2:6][CH2:5][O:4][CH2:3][CH2:2]1.[CH3:16][O:17][C:18]([C:20]1[S:21][C:22]([C:25](O)=[O:26])=[CH:23][CH:24]=1)=[O:19]>>[CH3:16][O:17][C:18]([C:20]1[S:21][C:22]([C:25](=[O:26])[NH:15][CH:13]([C:10]2[CH:9]=[CH:8][C:7]([N:1]3[CH2:6][CH2:5][O:4][CH2:3][CH2:2]3)=[CH:12][CH:11]=2)[CH3:14])=[CH:23][CH:24]=1)=[O:19]. Reactants: Oc1ccc(Br)cc1, Cc1ccccc1, C[Si](C)(C)Cl, c1ccncc1. Yields the product C[Si](C)(C)Oc1ccc(Br)cc1. Reaction SMILES: [Br:6][c:7]1[cH:8][cH:9][c:10]([OH:13])[cH:11][cH:12]1.[CH3:14][c:15]1[cH:16][cH:17][cH:18][cH:19][cH:20]1.[CH3:1][Si:2]([CH3:3])([CH3:4])[Cl:5].[cH:21]1[cH:22][cH:23][n:24][cH:25][cH:26]1>>[CH3:1][Si:2]([CH3:3])([CH3:4])[O:13][c:10]1[cH:9][cH:8][c:7]([Br:6])[cH:12][cH:11]1.